Dataset: the Open Reaction Database (ORD), a public repository of structured organic reaction records. Task: describe an organic reaction: reactants, conditions, products, and yield Starting materials: C(CC)C1=NC2=C(N1CC1=CC=C(C=C1)C=1C(=CC=CC1)C(=O)OC(C)(C)C)C=C(C=C2C)C=2N(C(=C(N2)C2=CC=CC=C2)C2=CC=CC=C2)C (tert.butyl 4'-[[2-n-propyl-4-methyl-6-(1-methyl-4,5-diphenyl-imidazol-2-yl)-1H-benzimidazol-1-yl]-methyl]-biphenyl-2-carboxylate), FC(C(=O)O)(F)F (trifluoroacetic acid). Product: O.C(CC)C1=NC2=C(N1CC1=CC=C(C=C1)C=1C(=CC=CC1)C(=O)O)C=C(C=C2C)C=2N(C(=C(N2)C2=CC=CC=C2)C2=CC=CC=C2)C.O.O.C(CC)C2=NC1=C(N2CC2=CC=C(C=C2)C=2C(=CC=CC2)C(=O)O)C=C(C=C1C)C=1N(C(=C(N1)C1=CC=CC=C1)C1=CC=CC=C1)C (4'-[[2-n-Propyl-4-methyl-6-(1-methyl-4,5-diphenyl-imidazol-2-yl)-1H-benzimidazol-1-yl]-methyl]-biphenyl-2-carboxylic Acid-sesquihydrate). Reaction SMILES: [CH2:1]([C:4]1[N:8]([CH2:9][C:10]2[CH:15]=[CH:14][C:13]([C:16]3[C:17]([C:22]([O:24]C(C)(C)C)=[O:23])=[CH:18][CH:19]=[CH:20][CH:21]=3)=[CH:12][CH:11]=2)[C:7]2[CH:29]=[C:30]([C:34]3[N:35]([CH3:51])[C:36]([C:45]4[CH:50]=[CH:49][CH:48]=[CH:47][CH:46]=4)=[C:37]([C:39]4[CH:44]=[CH:43][CH:42]=[CH:41][CH:40]=4)[N:38]=3)[CH:31]=[C:32]([CH3:33])[C:6]=2[N:5]=1)[CH2:2][CH3:3].FC(F)(F)C(O)=[O:55]>>[OH2:23].[CH2:1]([C:4]1[N:8]([CH2:9][C:10]2[CH:11]=[CH:12][C:13]([C:16]3[C:17]([C:22]([OH:24])=[O:23])=[CH:18][CH:19]=[CH:20][CH:21]=3)=[CH:14][CH:15]=2)[C:7]2[CH:29]=[C:30]([C:34]3[N:35]([CH3:51])[C:36]([C:45]4[CH:46]=[CH:47][CH:48]=[CH:49][CH:50]=4)=[C:37]([C:39]4[CH:44]=[CH:43][CH:42]=[CH:41][CH:40]=4)[N:38]=3)[CH:31]=[C:32]([CH3:33])[C:6]=2[N:5]=1)[CH2:2][CH3:3].[OH2:55].[OH2:23].[CH2:1]([C:4]1[N:8]([CH2:9][C:10]2[CH:11]=[CH:12][C:13]([C:16]3[C:17]([C:22]([OH:24])=[O:23])=[CH:18][CH:19]=[CH:20][CH:21]=3)=[CH:14][CH:15]=2)[C:7]2[CH:29]=[C:30]([C:34]3[N:35]([CH3:51])[C:36]([C:45]4[CH:46]=[CH:47][CH:48]=[CH:49][CH:50]=4)=[C:37]([C:39]4[CH:44]=[CH:43][CH:42]=[CH:41][CH:40]=4)[N:38]=3)[CH:31]=[C:32]([CH3:33])[C:6]=2[N:5]=1)[CH2:2][CH3:3] |f:2.3.4.5.6|. Procedure: Prepared analogously to Example 151 from tert.butyl 4'-[[2-n-propyl-4-methyl-6-(1-methyl-4,5-diphenyl-imidazol-2-yl)-1H-benzimidazol-1-yl]-methyl]-biphenyl-2-carboxylate and trifluoroacetic acid.